Dataset: the Open Reaction Database (ORD), a public repository of structured organic reaction records. Task: describe an organic reaction: reactants, conditions, products, and yield Reactants: ClC1=CC(=C(C=C1OC)N1C(N(C(=C1C#N)C#N)C)=O)F (1-(4-chloro-2-fluoro-5-methoxyphenyl)-4,5-dicyano-3-methyl-1,3-dihydro-2H-imidazol-2-one), ClC1=CC(=C(C=C1OCC#C)N1C(N(C(=C1C#N)C#N)CCC)=O)F (1-(4-chloro-2-fluoro-5-propargyloxyphenyl)-4,5-dicyano-3-propyl-1,3-dihydro-2H-imidazol-2-one), [Al+3].[Cl-].[Cl-].[Cl-] (AlCl3). Run in C1=CC=CC=C1 (benzene). Yields the product ClC1=CC(=C(C=C1O)N1C(N(C(=C1C#N)C#N)C)=O)F (1-(4-chloro-2-fluoro-5-hydroxyphenyl)-4,5-dicyano-3-methyl-1,3-dihydro-2H-imidazol-2-one). As a reaction SMILES: [Cl:1][C:2]1[C:7]([O:8]C)=[CH:6][C:5]([N:10]2[C:14]([C:15]#[N:16])=[C:13]([C:17]#[N:18])[N:12]([CH3:19])[C:11]2=[O:20])=[C:4]([F:21])[CH:3]=1.ClC1C(OCC#C)=CC(N2C(C#N)=C(C#N)N(CCC)C2=O)=C(F)C=1.[Al+3].[Cl-].[Cl-].[Cl-]>C1C=CC=CC=1>[Cl:1][C:2]1[C:7]([OH:8])=[CH:6][C:5]([N:10]2[C:14]([C:15]#[N:16])=[C:13]([C:17]#[N:18])[N:12]([CH3:19])[C:11]2=[O:20])=[C:4]([F:21])[CH:3]=1 |f:2.3.4.5|. Procedure details: The product of Example 29, 1-(4-chloro-2-fluoro-5-methoxyphenyl)-4,5-dicyano-3-methyl-1,3-dihydro-2H-imidazol-2-one (VI) (2.7 g, 8.82 mmol) was stirred in 100 mL benzene. To this mixture was added AlCl3 (4.68 g, 35.3 mmol) and the mixture was heated to reflux for 15 minutes. The mixture was cooled to room temperature, poured onto water, and extracted three times with 100 mL ethyl acetate. The organic solution was washed with water and brine, dried over MgSO4, filtered, and evaporated. The crude ... Starting materials: C(C1=CC=CC=C1)N([C@@H]1CCC=2C=CC=C(C2C1)B(O)O)CC1=CC=CC=C1 ([(7R)-7-(dibenzylamino)-5,6,7,8-tetrahydronaphthalen-1-yl]boronic acid), BrC=1C=CC(=NC1)C (5-bromo-2-methylpyridine). Product: C(C1=CC=CC=C1)N([C@H]1CC2=C(C=CC=C2CC1)C=1C=NC(=CC1)C)CC1=CC=CC=C1 ((2R)-N,N-dibenzyl-8-(6-methylpyridin-3-yl)-1,2,3,4-tetrahydronaphthalen-2-amine). Isolated yield 63.0%. As a reaction SMILES: [CH2:1]([N:8]([CH2:22][C:23]1[CH:28]=[CH:27][CH:26]=[CH:25][CH:24]=1)[C@H:9]1[CH2:18][C:17]2[C:16](B(O)O)=[CH:15][CH:14]=[CH:13][C:12]=2[CH2:11][CH2:10]1)[C:2]1[CH:7]=[CH:6][CH:5]=[CH:4][CH:3]=1.Br[C:30]1[CH:31]=[CH:32][C:33]([CH3:36])=[N:34][CH:35]=1>>[CH2:1]([N:8]([CH2:22][C:23]1[CH:28]=[CH:27][CH:26]=[CH:25][CH:24]=1)[C@@H:9]1[CH2:10][CH2:11][C:12]2[C:17](=[C:16]([C:30]3[CH:35]=[N:34][C:33]([CH3:36])=[CH:32][CH:31]=3)[CH:15]=[CH:14][CH:13]=2)[CH2:18]1)[C:2]1[CH:7]=[CH:6][CH:5]=[CH:4][CH:3]=1. Reported procedure: The title compound was synthesized as described for Intermediate example I-48 in 63% yield starting from [(7R)-7-(dibenzylamino)-5,6,7,8-tetrahydronaphthalen-1-yl]boronic acid and 5-bromo-2-methylpyridine (1.6 equiv): 1H NMR (400 MHz, CDCl3) δ ppm 8.45 (d, 1 H), 7.48 (dd, 1 H), 7.30-7.36 (m, 4 H), 7.23-7.29 (m, 5 H), 7.07-7.23 (m, 4 H), 7.00 (d, 1 H), 3.63 (s, 4 H), 2.90-3.04 (m, 2 H), 2.74-2.86 (m, 1 H), 2.68-2.73 (m, 2 H), 2.67 (s, 3 H), 2.11-2.19 (m, 1 H), 1.67-1.82 (m, 1 H); MS (ESI) m/z 420... Reactants: C(CC(=O)OCC)(=O)OCC (diethyl malonate), C(CC(=O)C)(=O)OC (methyl acetoacetate). Yields the product CC(C(=O)OCC)C(=O)OCC (diethyl methylmalonate). Yield: 90.0%. RXN SMILES: [C:1]([O:9][CH2:10][CH3:11])(=[O:8])[CH2:2][C:3]([O:5][CH2:6][CH3:7])=[O:4].[C:12](OC)(=O)CC(C)=O>>[CH3:12][CH:2]([C:3]([O:5][CH2:6][CH3:7])=[O:4])[C:1]([O:9][CH2:10][CH3:11])=[O:8]. Procedure: The procedure followed is as in Example 2, but 230.4 g (1.44 mol) of diethyl malonate are pumped in instead of the methyl acetoacetate. After analogous working up, 230.0 g of 90% pure diethyl methylmalonate are obtained on distillation. This corresponds to a yield of 82.6% of the theoretical yield, based on the diethyl malonate employed. The distillate also contains 9.3% of diethyl methoxymethylmalonate as a by-product. A residue of 3.1 g remains in the distillation flask. Reactants: P(=O)(OC1=CC=CC=C1)(Cl)Cl (phenyl dichlorophosphate), COC1=C(C=C(C(=O)O)C=C1)N1CCN(CC1)C (4-methoxy-3-(4-methyl piperazin-1-yl)benzoic acid), [N-]=[N+]=[N-].[Na+] (sodium azide). The solvent is ClCCl (dichloromethane), N1=CC=CC=C1 (pyridine). Reported procedure: At ambient temperature, add a solution of 5.3 g (0.025 mol) of phenyl dichlorophosphate in 100 ml of dichloromethane to a solution of 5 g (0.02 mol) of 4-methoxy-3-(4-methyl piperazin-1-yl)benzoic acid [J. Med. Chem., 37 (15), 2255 (1994)] and 3.25 g (0.05 mol) of sodium azide in 4.05 ml of pyridine. After stirring for 12 hours, wash the organic phase with 100 ml of water, separate off the organic phase, dry it over magnesium sulphate and evaporate off the solvent in vacuo at 30° C. Yields the product COC1=C(C=C(C(=O)N=[N+]=[N-])C=C1)N1CCN(CC1)C (4-Methoxy-3-(4-methyl-1-piperazinyl)benzoyl Azide). Reaction conditions: time 12 hour. Reaction SMILES: P(Cl)(Cl)(OC1C=CC=CC=1)=O.[CH3:12][O:13][C:14]1[CH:22]=[CH:21][C:17]([C:18](O)=[O:19])=[CH:16][C:15]=1[N:23]1[CH2:28][CH2:27][N:26]([CH3:29])[CH2:25][CH2:24]1.[N-:30]=[N+:31]=[N-:32].[Na+]>ClCCl.N1C=CC=CC=1>[CH3:12][O:13][C:14]1[CH:22]=[CH:21][C:17]([C:18]([N:30]=[N+:31]=[N-:32])=[O:19])=[CH:16][C:15]=1[N:23]1[CH2:28][CH2:27][N:26]([CH3:29])[CH2:25][CH2:24]1 |f:2.3|. The reactants are C1CCOC1, Cc1ccccc1B(O)O, CN1C(=O)CCC2(C)c3ccc(Br)cc3CCC12, ClC(Cl)Cl, [Na+], [Na+], O=C([O-])[O-], [Pd], c1ccc(P(c2ccccc2)c2ccccc2)cc1, c1ccc(P(c2ccccc2)c2ccccc2)cc1, c1ccc(P(c2ccccc2)c2ccccc2)cc1, c1ccc(P(c2ccccc2)c2ccccc2)cc1. Yields the product Cc1ccccc1-c1ccc2c(c1)CCC1N(C)C(=O)CCC21C. RXN SMILES: [CH2:35]1[O:36][CH2:37][CH2:38][CH2:39]1.[CH3:19][c:20]1[c:21]([B:26]([OH:27])[OH:28])[cH:22][cH:23][cH:24][cH:25]1.[CH3:1][N:2]1[C:3](=[O:18])[CH2:4][CH2:5][C:6]2([CH3:17])[c:7]3[c:8]([cH:12][c:13]([Br:16])[cH:14][cH:15]3)[CH2:9][CH2:10][CH:11]12.[CH:40]([Cl:41])([Cl:42])[Cl:43].[Na+:29].[Na+:30].[O-:31][C:32](=[O:33])[O-:34].[Pd:44].[c:102]1([P:103]([c:104]2[cH:105][cH:106][cH:107][cH:108][cH:109]2)[c:110]2[cH:111][cH:112][cH:113][cH:114][cH:115]2)[cH:116][cH:117][cH:118][cH:119][cH:120]1.[c:45]1([P:46]([c:47]2[cH:48][cH:49][cH:50][cH:51][cH:52]2)[c:53]2[cH:54][cH:55][cH:56][cH:57][cH:58]2)[cH:59][cH:60][cH:61][cH:62][cH:63]1.[c:64]1([P:65]([c:66]2[cH:67][cH:68][cH:69][cH:70][cH:71]2)[c:72]2[cH:73][cH:74][cH:75][cH:76][cH:77]2)[cH:78][cH:79][cH:80][cH:81][cH:82]1.[c:83]1([P:84]([c:85]2[cH:86][cH:87][cH:88][cH:89][cH:90]2)[c:91]2[cH:92][cH:93][cH:94][cH:95][cH:96]2)[cH:97][cH:98][cH:99][cH:100][cH:101]1>>[CH3:1][N:2]1[C:3](=[O:18])[CH2:4][CH2:5][C:6]2([CH3:17])[c:7]3[c:8]([cH:12][c:13](-[c:21]4[c:20]([CH3:19])[cH:25][cH:24][cH:23][cH:22]4)[cH:14][cH:15]3)[CH2:9][CH2:10][CH:11]12. The reactants are C(C1=CC=CC=C1)OC1=CC(=C(C=C1)C1=NN=C(N1C)C12CCC(CC1)(CC2)C2=CC=CC=C2)C(F)(F)F (3-[4-(benzyloxy)-2-(trifluoromethyl)phenyl]-4-methyl-5-(4-phenylbicyclo[2.2.2]oct-1-yl)-4H-1,2,4-triazole). The reagents and catalysts are [Pd] (palladium-on-carbon). Solvent: C(C)(=O)OCC.CO (ethyl acetate methanol). Conditions: time 3 hour. Yields the product CN1C(=NN=C1C12CCC(CC1)(CC2)C2=CC=CC=C2)C2=C(C=C(C=C2)O)C(F)(F)F (4-[4-methyl-5-(4-phenylbicyclo[2.2.2]oct-1-yl)-4H-1,2,4-triazol-3-yl]-3-(trifluoromethyl)phenol). Reaction SMILES: C([O:8][C:9]1[CH:14]=[CH:13][C:12]([C:15]2[N:19]([CH3:20])[C:18]([C:21]34[CH2:28][CH2:27][C:24]([C:29]5[CH:34]=[CH:33][CH:32]=[CH:31][CH:30]=5)([CH2:25][CH2:26]3)[CH2:23][CH2:22]4)=[N:17][N:16]=2)=[C:11]([C:35]([F:38])([F:37])[F:36])[CH:10]=1)C1C=CC=CC=1>C(OCC)(=O)C.CO.[Pd]>[CH3:20][N:19]1[C:18]([C:21]23[CH2:22][CH2:23][C:24]([C:29]4[CH:34]=[CH:33][CH:32]=[CH:31][CH:30]=4)([CH2:25][CH2:26]2)[CH2:27][CH2:28]3)=[N:17][N:16]=[C:15]1[C:12]1[CH:13]=[CH:14][C:9]([OH:8])=[CH:10][C:11]=1[C:35]([F:37])([F:36])[F:38] |f:1.2|. Reported procedure: The 3-[4-(Benzyloxy)-2-(trifluoromethyl)phenyl]-4-methyl-5-(4-phenylbicyclo[2.2.2]oct-1-yl)-4H-1,2,4-triazole (8-E) (27 mg, 0.05 mmol) was dissolved in ethyl acetate/methanol (1:1, 4 mL) to which 10% palladium-on-carbon (4 mg) was added. The reaction was then placed under hydrogen atmosphere and stirred for 3 h at room temperature and pressure. After appropriate evacuation of the hydrogen atmosphere, the palladium was filtered through a filter aid with methanol (40 mL). The filtrate was collecte...